Task: describe an organic reaction: reactants, conditions, products, and yield. Dataset: the Open Reaction Database (ORD), a public repository of structured organic reaction records Reactants: CCOC(=O)c1cccc(C2=C(c3cc(Cl)ccc3OCc3ccccc3)CCC2)c1, [Na+], [OH-]. The product is O=C(O)c1cccc(C2=C(c3cc(Cl)ccc3OCc3ccccc3)CCC2)c1. Reaction SMILES: [CH2:1]([CH3:2])[O:3][C:4]([c:5]1[cH:6][c:7]([C:11]2=[C:12]([c:16]3[c:17]([O:23][CH2:24][c:25]4[cH:26][cH:27][cH:28][cH:29][cH:30]4)[cH:18][cH:19][c:20]([Cl:22])[cH:21]3)[CH2:13][CH2:14][CH2:15]2)[cH:8][cH:9][cH:10]1)=[O:31].[Na+:33].[OH-:32]>>[O:3]=[C:4]([c:5]1[cH:6][c:7]([C:11]2=[C:12]([c:16]3[c:17]([O:23][CH2:24][c:25]4[cH:26][cH:27][cH:28][cH:29][cH:30]4)[cH:18][cH:19][c:20]([Cl:22])[cH:21]3)[CH2:13][CH2:14][CH2:15]2)[cH:8][cH:9][cH:10]1)[OH:31]. The reactants are CCOC(=O)C (EtOAc), C(C(=O)C1=CC=CC=C1)Br (phenacyl bromide), C1C(C2=CC=CC=C2)O1 (styrene oxide), CuBr2, CC(=O)C1=CC(=CC(=C1)Cl)Cl (3,5-dichloroacetophenone). Solvent: C(Cl)(Cl)Cl (CHCl3). Conditions: time 16 hour. Product: ClC=1C=C(C2CO2)C=C(C1)Cl (3,5-dichlorostyrene oxide). Reaction SMILES: C(Br)C(C1C=CC=CC=1)=O.C1OC1C1C=CC=CC=1.[CH3:20][C:21]([C:23]1[CH:28]=[C:27]([Cl:29])[CH:26]=[C:25]([Cl:30])[CH:24]=1)=[O:22].CCOC(C)=O>C(Cl)(Cl)Cl>[Cl:30][C:25]1[CH:24]=[C:23]([CH:28]=[C:27]([Cl:29])[CH:26]=1)[CH:21]1[O:22][CH2:20]1. Reported procedure: The phenacyl bromide intermediate for the above-mentioned styrene oxide is prepared by brominating 10 g of 3,5-dichloroacetophenone in 50 ml of CHCl3 /50 ml of EtOAc with 23.6 g of CuBr2. The mixture is heated at reflux for 2.5 hours and cooled to room temperature. After stirring for 16 hours at room temperature, the mixture is cooled in ice for 2 hours and filtered. The filter cake is washed with 50 ml of CHCl3 and the combined filtrates are twice decolorized with activated carbon, filtered, an... The reactants are S(O)(O)(=O)=O (Sulfuric acid), C(C)(=O)C=1SC=CC1 (2-Acetylthiophene), FC(C(C(=O)OCC)(F)F)(F)F (Ethyl pentafluoropropionate), [H-].[Na+] (Sodium hydride). The solvent is C1(=CC=CC=C1)C (toluene). Conditions: time 15 minute. The product is FC(C(CC(=O)C=1SC=CC1)=O)(C(F)(F)F)F (4,4,5,5,5-Pentafluoro-1-(2-thienyl)-1,3-pentanedione). As a reaction SMILES: [C:1]([C:4]1[S:5][CH:6]=[CH:7][CH:8]=1)(=[O:3])[CH3:2].[H-].[Na+].[F:11][C:12]([F:22])([F:21])[C:13]([F:20])([F:19])[C:14](OCC)=[O:15].S(=O)(=O)(O)O>C1(C)C=CC=CC=1>[F:19][C:13]([F:20])([C:12]([F:22])([F:21])[F:11])[C:14](=[O:15])[CH2:2][C:1]([C:4]1[S:5][CH:6]=[CH:7][CH:8]=1)=[O:3] |f:1.2|. Reported procedure: 2-Acetylthiophene (4.3 ml) was dissolved in dry toluene (40 ml). Sodium hydride (60%, 3.2 g) was added slowly and the mixture was stirred for 15 minutes. Ethyl pentafluoropropionate (13.44 g) was added and the stirring was continued overnight. Sulfuric acid (10%, 50 ml) was added and the phases were separated. The organic phase was washed with water (50 ml) and it was evaporated to dryness. The residue was distilled (b.p. 92-94° C./0.15 mbar) to give the product (9.0 g). 1H NMR (CDCl3): 6.50 (s,...